This data is from the Open Reaction Database (ORD), a public repository of structured organic reaction records. The task is: describe an organic reaction: reactants, conditions, products, and yield Starting materials: C1(=CC=CC=C1)C1=NCC=2N(C3=C1C=C(C=C3)Cl)C(=NN2)C#N (6-phenyl-8-chloro-4H-s-triazolo[4,3-a][1,4]benzodiazepine-1-carbonitrile), CO (methanol), Cl (hydrochloric acid). Run in [OH-].[Na+] (sodium hydroxide). Reaction conditions: time 10 minute. The product is N1(C=CN=CC2=C1C=CC=C2)C(=O)N (1,4benzodiazepine-1-carboxamide). As a reaction SMILES: C1([C:7]2[C:13]3[CH:14]=[C:15](Cl)[CH:16]=[CH:17][C:12]=3[N:11]3[C:19](C#N)=[N:20]N=[C:10]3[CH2:9][N:8]=2)C=CC=CC=1.Cl.C[OH:26]>[OH-].[Na+]>[N:11]1([C:19]([NH2:20])=[O:26])[C:12]2[CH:17]=[CH:16][CH:15]=[CH:14][C:13]=2[CH:7]=[N:8][CH:9]=[CH:10]1 |f:3.4|. Procedure: A solution of 1.60 g (0.005 mole) of 6-phenyl-8-chloro-4H-s-triazolo[4,3-a][1,4]benzodiazepine-1-carbonitrile in a mixture of 50 ml of methanol and 50 ml of 1N sodium hydroxide solution is allowed to stand for ca. 10 minutes at 25°. The reaction mixture is then neutralised with 2N hydrochloric acid, and concentrated to about half its volume. The concentrate is extracted in methylene chloride, the organic solution washed with saturated sodium chloride solution, dried over sodium sulphate and conc... Reactants: O (water), C(C)(=O)OCC (ethyl acetate), 3-(4-(2-propynyloxy)-styryl-ONN-azoxy)-2,2-propylenedioxybutane, A-443,513, C(C#C)OC1=CC=C(C=C[N+]([O-])=NC(C(C)=O)C)C=C1 (3-(4-(2-propynyloxy)styryl-ONN-azoxy)-2-butanone), A-443,513, iron chloride-silica gel, [BH4-].[Na+] (sodium borohydride). The solvent is CN(C=O)C (dimethylformamide), CO (methanol). Reaction conditions: time 1 hour. Yields the product C(C#C)OC1=CC=C(C=C[N+]([O-])=NC(C(C)O)C)C=C1 (3-(4-(2-propynyloxy)styryl-ONN-azoxy)-2-butanol). Yield: 83.0%. RXN SMILES: [CH2:1]([O:4][C:5]1[CH:20]=[CH:19][C:8]([CH:9]=[CH:10][N+:11](=[N:13][CH:14]([CH3:18])[C:15](=[O:17])[CH3:16])[O-:12])=[CH:7][CH:6]=1)[C:2]#[CH:3].[BH4-].[Na+].O.C(OCC)(=O)C>CN(C)C=O.CO>[CH2:1]([O:4][C:5]1[CH:20]=[CH:19][C:8]([CH:9]=[CH:10][N+:11](=[N:13][CH:14]([CH3:18])[CH:15]([OH:17])[CH3:16])[O-:12])=[CH:7][CH:6]=1)[C:2]#[CH:3] |f:1.2|. Procedure details: 44.39 g (134.4 mmol) of 3-(4-(2-propynyloxy)-styryl-ONN-azoxy)-2,2-propylenedioxybutane, a compound disclosed in EP-A-443,513 was subjected to deketalization reaction with iron chloride-silica gel according to the process disclosed in EP-A-443,513 to give 38.94 g of a crude product of 3-(4-(2-propynyloxy)styryl-ONN-azoxy)-2-butanone as a colorless paste. This was dissolved in a mixed solvent of 80 ml of dimethylformamide and 240 ml of methanol, 5 g (134.4 mmol) of sodium borohydride was added, a... Starting materials: COC(=O)c1cc(Br)c(C)c(N2CCN(C(=O)OC(C)(C)C)CC2)c1, CO, [K+], [OH-], O, O=C(O)CC(O)(CC(=O)O)C(=O)O. Product: Cc1c(Br)cc(C(=O)O)cc1N1CCN(C(=O)OC(C)(C)C)CC1. Reaction SMILES: [Br:1][c:2]1[c:3]([CH3:25])[c:4]([N:12]2[CH2:13][CH2:14][N:15]([C:18](=[O:19])[O:20][C:21]([CH3:22])([CH3:23])[CH3:24])[CH2:16][CH2:17]2)[cH:5][c:6]([C:8](=[O:9])[O:10][CH3:11])[cH:7]1.[CH3:41][OH:42].[K+:27].[OH-:26].[OH2:43].[OH:28][C:29]([CH2:30][C:31]([C:32](=[O:33])[OH:34])([CH2:35][C:36](=[O:37])[OH:38])[OH:39])=[O:40]>>[Br:1][c:2]1[c:3]([CH3:25])[c:4]([N:12]2[CH2:13][CH2:14][N:15]([C:18](=[O:19])[O:20][C:21]([CH3:22])([CH3:23])[CH3:24])[CH2:16][CH2:17]2)[cH:5][c:6]([C:8](=[O:9])[OH:10])[cH:7]1. Starting materials: COc1ccc2ncc(F)c(Br)c2n1, O=C([O-])O, CO, [H][H], [Na+]. The product is COc1ccc2ncc(F)cc2n1. As a reaction SMILES: [Br:1][c:2]1[c:3]([F:14])[cH:4][n:5][c:6]2[cH:7][cH:8][c:9]([O:12][CH3:13])[n:10][c:11]12.[C:15](=[O:16])([O-:17])[OH:18].[CH3:22][OH:23].[H:20][H:21].[Na+:19]>>[cH:2]1[c:3]([F:14])[cH:4][n:5][c:6]2[cH:7][cH:8][c:9]([O:12][CH3:13])[n:10][c:11]12. Reactants: Cl (Hydrogen chloride), C(C)(C)(C)OC(=O)N1CCN(CC1)C(=O)[C@H]1CN(CCC1)C1CCN(CC1)C(=O)C1=CC(=NC(=C1)C1=CC=CC=C1)C1=CC=CC=C1 ((3R)-4-[1′-(2,6-Diphenyl-pyridine-4-carbonyl)-[1,4′]bipiperidinyl-3-carbonyl]-piperazine-1-carboxylic acid tert-butyl ester), Cl (hydrogen chloride). Run in C(C)(=O)OCC (ethyl acetate). Run at temperature -78 celsius. The product is C1(=CC=CC=C1)C1=NC(=CC(=C1)C(=O)N1CCC(CC1)N1C[C@@H](CCC1)C(=O)N1CCNCC1)C1=CC=CC=C1 ((3R)-(2,6-Diphenyl-pyridin-4-yl)-[3-(piperazine-1-carbonyl)-[1,4′]bipiperidinyl-1′-yl]-methanone). The yield is 91.3%. RXN SMILES: C(OC([N:8]1[CH2:13][CH2:12][N:11]([C:14]([C@@H:16]2[CH2:21][CH2:20][CH2:19][N:18]([CH:22]3[CH2:27][CH2:26][N:25]([C:28]([C:30]4[CH:35]=[C:34]([C:36]5[CH:41]=[CH:40][CH:39]=[CH:38][CH:37]=5)[N:33]=[C:32]([C:42]5[CH:47]=[CH:46][CH:45]=[CH:44][CH:43]=5)[CH:31]=4)=[O:29])[CH2:24][CH2:23]3)[CH2:17]2)=[O:15])[CH2:10][CH2:9]1)=O)(C)(C)C.Cl>C(OCC)(=O)C>[C:42]1([C:32]2[CH:31]=[C:30]([C:28]([N:25]3[CH2:24][CH2:23][CH:22]([N:18]4[CH2:19][CH2:20][CH2:21][C@@H:16]([C:14]([N:11]5[CH2:12][CH2:13][NH:8][CH2:9][CH2:10]5)=[O:15])[CH2:17]4)[CH2:27][CH2:26]3)=[O:29])[CH:35]=[C:34]([C:36]3[CH:37]=[CH:38][CH:39]=[CH:40][CH:41]=3)[N:33]=2)[CH:47]=[CH:46][CH:45]=[CH:44][CH:43]=1. Procedure: (3R)-4-[1′-(2,6-Diphenyl-pyridine-4-carbonyl)-[1,4′]bipiperidinyl-3-carbonyl]-piperazine-1-carboxylic acid tert-butyl ester (1.78 g, 2.79 mmol) was dissolved in ethyl acetate (25 mL) and cooled to −78° C. under nitrogen. Hydrogen chloride was passed in for several minutes and formation of a white precipitate was observed which redissolved almost immediately. When the solution was saturated with hydrogen chloride it was allowed to warmed to ambient temperature and after 1 h the solvent was evapor... The reactants are [Br-], CC(=O)c1ccc(Br)cc1, C[Mg+], C1CCOC1. Yields the product CC(C)(O)c1ccc(Br)cc1. Reaction SMILES: [Br-:11].[Br:1][c:2]1[cH:3][cH:4][c:5]([C:8]([CH3:9])=[O:10])[cH:6][cH:7]1.[CH3:12][Mg+:13].[O:14]1[CH2:15][CH2:16][CH2:17][CH2:18]1>>[Br:1][c:2]1[cH:3][cH:4][c:5]([C:8]([CH3:9])([OH:10])[CH3:12])[cH:6][cH:7]1. The reactants are O=C(O)CCCCCBr, CCCc1c(O)ccc(Cl)c1Cl, CCOC(C)=O, CN(C)P(=O)(N(C)C)N(C)C, [H-], [I-], [K+], [Na+], C1CCOC1, O. The product is CCCc1c(OCCCCCC(=O)O)ccc(Cl)c1Cl. RXN SMILES: [Br:13][CH2:14][CH2:15][CH2:16][CH2:17][CH2:18][C:19](=[O:20])[OH:21].[CH2:1]([CH2:2][CH3:3])[c:4]1[c:5]([OH:12])[cH:6][cH:7][c:8]([Cl:11])[c:9]1[Cl:10].[CH3:27][CH2:28][O:29][C:30](=[O:31])[CH3:32].[CH3:33][N:34]([P:35]([N:36]([CH3:37])[CH3:38])([N:39]([CH3:40])[CH3:41])=[O:42])[CH3:43].[H-:22].[I-:25].[K+:24].[Na+:23].[O:44]1[CH2:45][CH2:46][CH2:47][CH2:48]1.[OH2:26]>>[CH2:1]([CH2:2][CH3:3])[c:4]1[c:5]([O:12][CH2:14][CH2:15][CH2:16][CH2:17][CH2:18][C:19](=[O:20])[OH:21])[cH:6][cH:7][c:8]([Cl:11])[c:9]1[Cl:10].